describe an organic reaction: reactants, conditions, products, and yield From a dataset of the Open Reaction Database (ORD), a public repository of structured organic reaction records. The reactants are NC1=NC=CC(=C1I)N (2,4-diamino-3-iodopyridine), ClCC(C)=O (chloracetone). Run in C(C)O (ethanol). Run at temperature 65 celsius, time 6 hour. Yields the product NC1=C(C=2N(C=C1)C=C(N2)C)I (7-Amino-8-iodo-2-methylimidazo[1,2-a]pyridine). Yield: 65.0%. As a reaction SMILES: [NH2:1][C:2]1[C:7]([I:8])=[C:6]([NH2:9])[CH:5]=[CH:4][N:3]=1.Cl[CH2:11][C:12](=O)[CH3:13]>C(O)C>[NH2:9][C:6]1[CH:5]=[CH:4][N:3]2[CH:11]=[C:12]([CH3:13])[N:1]=[C:2]2[C:7]=1[I:8]. Reported procedure: To a solution of 2,4-diamino-3-iodopyridine 22 (4.36 g, 18.6 mmol) in ethanol (100 mL) was added chloracetone (7.15 g, 77.3 mmol). The solution was stirred at 65° C. for 6 h. After cooling to room temperature, the solution was evaporated to dryness. The residue was diluted with water (75 mL) and the resulting solution made basic (pH=12-13) by the addition of a ammonium hydroxide solution. The solution was extracted with CH2Cl2 and the combinated extracts were dried (Na2SO4), filtered and evapora... Reactants: COC(=O)C1=CC(=C2C=CNC2=C1)C=1NC2=NC(=NC(=C2N1)N1[C@@H](COCC1)C)N1[C@@H](COCC1)C (4-[2,6-Bis-((R)-3-methyl-morpholin-4-yl)-9H-purin-8-yl]-1H-indole-6-carboxylic acid methyl ester), [H-].[H-].[H-].[H-].[Li+].[Al+3] (LiAlH4). The solvent is C1CCOC1 (THF), C1CCOC1 (THF). Reaction conditions: time 2 hour. Product: C[C@H]1N(CCOC1)C1=NC(=C2N=C(NC2=N1)C1=C2C=CNC2=CC(=C1)CO)N1[C@@H](COCC1)C ({4-[2,6-Bis-((R)-3-methyl-morpholin-4-yl)-9H-purin-8-yl]-1H-indol-6-yl}-methanol). Yield: 85.7%. RXN SMILES: C[O:2][C:3]([C:5]1[CH:13]=[C:12]2[C:8]([CH:9]=[CH:10][NH:11]2)=[C:7]([C:14]2[NH:15][C:16]3[C:21]([N:22]=2)=[C:20]([N:23]2[CH2:28][CH2:27][O:26][CH2:25][C@H:24]2[CH3:29])[N:19]=[C:18]([N:30]2[CH2:35][CH2:34][O:33][CH2:32][C@H:31]2[CH3:36])[N:17]=3)[CH:6]=1)=O.[H-].[H-].[H-].[H-].[Li+].[Al+3]>C1COCC1>[CH3:36][C@@H:31]1[CH2:32][O:33][CH2:34][CH2:35][N:30]1[C:18]1[N:17]=[C:16]2[C:21]([N:22]=[C:14]([C:7]3[CH:6]=[C:5]([CH2:3][OH:2])[CH:13]=[C:12]4[C:8]=3[CH:9]=[CH:10][NH:11]4)[NH:15]2)=[C:20]([N:23]2[CH2:28][CH2:27][O:26][CH2:25][C@H:24]2[CH3:29])[N:19]=1 |f:1.2.3.4.5.6|. Reported procedure: 4-[2,6-Bis-((R)-3-methyl-morpholin-4-yl)-9H-purin-8-yl]-1H-indole-6-carboxylic acid methyl ester (example 32, 72 mg, 146 μmol) was dissolved in 10 ml THF under argon. 1N LiAlH4 in THF (0.22 mL, 0.22 mmol) was added at 5° C., and the reaction was stirred for 2 hours at room temperature. The reaction was quenched by addition of aqueous saturated Na2SO4 (1 mL). The mixture was diluted with 30 mL of CH2Cl2 and 3 mL of isopropanol. The organic phases were separated, dried over Na2SO4, filtered, and c... Reactants: C(C)(C)(C)OC([C@@H](NC(=O)OCCC1C2=CC=CC=C2C=2C=CC=CC12)CC(C)C)=O (N-[(9H-fluoren-9-ylethoxy)carbonyl]-L-leucine tert-butyl ester), FC(C(=O)O)(F)F (trifluoroacetic acid). Solvent: C(Cl)Cl (methylene chloride). Conditions: time 2.5 hour. Product: C1=CC=CC=2C3=CC=CC=C3C(C12)CCOC(=O)N[C@@H](CC(C)C)C(=O)O (N-[(9H-Fluoren-9-ylethoxy)carbonyl]-L-leucine). Yield: 92.8%. Reaction SMILES: C([O:5][C:6](=[O:31])[C@H:7]([CH2:27][CH:28]([CH3:30])[CH3:29])[NH:8][C:9]([O:11][CH2:12][CH2:13][CH:14]1[C:26]2[CH:25]=[CH:24][CH:23]=[CH:22][C:21]=2[C:20]2[C:15]1=[CH:16][CH:17]=[CH:18][CH:19]=2)=[O:10])(C)(C)C.FC(F)(F)C(O)=O>C(Cl)Cl>[CH:16]1[C:15]2[CH:14]([CH2:13][CH2:12][O:11][C:9]([NH:8][C@H:7]([C:6]([OH:31])=[O:5])[CH2:27][CH:28]([CH3:30])[CH3:29])=[O:10])[C:26]3[C:21](=[CH:22][CH:23]=[CH:24][CH:25]=3)[C:20]=2[CH:19]=[CH:18][CH:17]=1. Procedure: To a stirred solution of 6.63 g (15.6 mmol) of N-[(9H-fluoren-9-ylethoxy)carbonyl]-L-leucine tert-butyl ester in 10 mL of methylene chloride was added 10 mL of trifluoroacetic acid. The mixture was stirred for 2.5 h and solvent was removed at reduced pressure. The crude product was chromatographed on 150 g of flash silica gel eluting with 25% EtOAc in hexane followed by 50% EtOAc in hexane to afford 5.32 g (92%) of product as a white solid, mp 42°-43° C.